Dataset: the Open Reaction Database (ORD), a public repository of structured organic reaction records. Task: describe an organic reaction: reactants, conditions, products, and yield Isolated yield 89.9%. Procedure details: The product from Example 22C (620 mg, 1.47 mmol) in DMF (5 mL) was treated with NaH (60%)(88 mg, 2.2 mmol). The mixture was stirred for 10 min at rt. To the mixture was added dropwise iodomethane (251 mg, 1.57 mmol). The reaction was stirred at rt for 12 hrs. The reaction mixture was quenched with water and extracted with EtOAc. The organic was dried over MgSO4, filtered and concentrated. The residue was purified by column chromatography using an Analogix® Intelliflash280™ (SiO2, 0-100% ethyl ac... Starting materials: COC1=CC=C(C=C1)C(OC[C@H]1OCC[C@@H]1O)(C1=CC=CC=C1)C1=CC=C(C=C1)OC ((2R,3S)-2-((bis(4-methoxyphenyl)(phenyl)methoxy)methyl)tetrahydrofuran-3-ol), [H-].[Na+] (NaH), IC (iodomethane). The product is COC1=CC=C(C=C1)C(OC[C@H]1OCC[C@@H]1OC)(C1=CC=CC=C1)C1=CC=C(C=C1)OC ((2R,3S)-2-((bis(4-methoxyphenyl)(phenyl)methoxy)methyl)-3-methoxytetrahydrofuran). Reaction SMILES: [CH3:1][O:2][C:3]1[CH:8]=[CH:7][C:6]([C:9]([C:24]2[CH:29]=[CH:28][C:27]([O:30][CH3:31])=[CH:26][CH:25]=2)([C:18]2[CH:23]=[CH:22][CH:21]=[CH:20][CH:19]=2)[O:10][CH2:11][C@@H:12]2[C@@H:16]([OH:17])[CH2:15][CH2:14][O:13]2)=[CH:5][CH:4]=1.[H-].[Na+].I[CH3:35]>CN(C=O)C>[CH3:1][O:2][C:3]1[CH:4]=[CH:5][C:6]([C:9]([C:24]2[CH:25]=[CH:26][C:27]([O:30][CH3:31])=[CH:28][CH:29]=2)([C:18]2[CH:23]=[CH:22][CH:21]=[CH:20][CH:19]=2)[O:10][CH2:11][C@@H:12]2[C@@H:16]([O:17][CH3:35])[CH2:15][CH2:14][O:13]2)=[CH:7][CH:8]=1 |f:1.2|. Conditions: time 10 minute. Solvent: CN(C)C=O (DMF). Reaction SMILES: [CH:1]1([C:7]2[N:11]([CH2:12][C:13]3[CH:22]=[CH:21][C:16]([C:17]([O:19]C)=[O:18])=[CH:15][CH:14]=3)[N:10]=[C:9]([C:23]3[CH:28]=[CH:27][C:26]([O:29][C:30]([F:33])([F:32])[F:31])=[CH:25][CH:24]=3)[CH:8]=2)[CH2:6][CH2:5][CH2:4][CH2:3][CH2:2]1.[OH-].[Na+]>C(O)C.O>[CH:1]1([C:7]2[N:11]([CH2:12][C:13]3[CH:22]=[CH:21][C:16]([C:17]([OH:19])=[O:18])=[CH:15][CH:14]=3)[N:10]=[C:9]([C:23]3[CH:24]=[CH:25][C:26]([O:29][C:30]([F:32])([F:33])[F:31])=[CH:27][CH:28]=3)[CH:8]=2)[CH2:6][CH2:5][CH2:4][CH2:3][CH2:2]1 |f:1.2|. Reactants: C1(CCCCC1)C1=CC(=NN1CC1=CC=C(C(=O)OC)C=C1)C1=CC=C(C=C1)OC(F)(F)F (methyl 4-({5-cyclohexyl-3-[4-(trifluoromethoxy)phenyl]-1H-pyrazol-1-yl}methyl)benzoate), [OH-].[Na+] (NaOH). Procedure: A solution of 0.55 g methyl 4-({5-cyclohexyl-3-[4-(trifluoromethoxy)phenyl]-1H-pyrazol-1-yl}methyl)benzoate from Step C Example 1 in 16 mL ethanol and 6 mL water was treated with 2.4 equivalents of 5 N NaOH solution till the hydrolysis was complete based on HPLC. After evaporating ethanol under reduced pressure, the residue was acidified with 20% molar excess of 2 N HCl to precipitate the acid product. Extract the reaction mixture with 2×35 mL EtOAc. Wash the combined organic layer with saturate... The product is C1(CCCCC1)C1=CC(=NN1CC1=CC=C(C(=O)O)C=C1)C1=CC=C(C=C1)OC(F)(F)F (4-({5-Cyclohexyl-3-[4-(trifluoromethoxy)phenyl]-1H-pyrazol-1-yl}methyl)benzoic acid). Solvent: C(C)O (ethanol), O (water). As a reaction SMILES: [CH3:32][CH2:33][OH:34].[Cl-:28].[F:1][c:2]1[cH:3][cH:4][c:5]([CH2:6][CH2:7][N:8]2[CH2:9][CH2:10][CH:11]([N:14]3[CH2:15][CH2:16][c:17]4[cH:18][cH:19][c:20]([N+:23]([O-:24])=[O:25])[cH:21][c:22]43)[CH2:12][CH2:13]2)[cH:26][cH:27]1.[Fe:31].[NH4+:29].[OH2:30]>>[F:1][c:2]1[cH:3][cH:4][c:5]([CH2:6][CH2:7][N:8]2[CH2:9][CH2:10][CH:11]([N:14]3[CH2:15][CH2:16][c:17]4[cH:18][cH:19][c:20]([NH2:23])[cH:21][c:22]43)[CH2:12][CH2:13]2)[cH:26][cH:27]1. The reactants are CCO, [Cl-], O=[N+]([O-])c1ccc2c(c1)N(C1CCN(CCc3ccc(F)cc3)CC1)CC2, [Fe], [NH4+], O. Yields the product Nc1ccc2c(c1)N(C1CCN(CCc3ccc(F)cc3)CC1)CC2. Starting materials: [Br-], COc1cccc([Mg+])c1, Cl, NC1=NC(c2cccc(O)c2)(c2cc(Cl)nc(Cl)c2)c2ccccc21, C1CCOC1. Product: COc1cccc(C2(c3cc(Cl)nc(Cl)c3)N=C(N)c3ccccc32)c1. Reaction SMILES: [Br-:26].[CH3:27][O:28][c:29]1[cH:30][c:31]([Mg+:32])[cH:33][cH:34][cH:35]1.[ClH:36].[NH2:1][C:2]1=[N:3][C:4]([c:11]2[cH:12][c:13]([Cl:18])[n:14][c:15]([Cl:17])[cH:16]2)([c:19]2[cH:20][c:21]([OH:25])[cH:22][cH:23][cH:24]2)[c:5]2[cH:6][cH:7][cH:8][cH:9][c:10]21.[O:37]1[CH2:38][CH2:39][CH2:40][CH2:41]1>>[NH2:1][C:2]1=[N:3][C:4]([c:11]2[cH:12][c:13]([Cl:18])[n:14][c:15]([Cl:17])[cH:16]2)([c:19]2[cH:20][c:21]([O:25][CH3:27])[cH:22][cH:23][cH:24]2)[c:5]2[cH:6][cH:7][cH:8][cH:9][c:10]21.